Dataset: the Open Reaction Database (ORD), a public repository of structured organic reaction records. Task: describe an organic reaction: reactants, conditions, products, and yield Reactants: ClCCCN1C2=CC=CC=C2C=2C=C(N=CC12)C1=NC(=NO1)C1=CC=CC=C1 (9-(3-Chloro-1-propyl)-3-(3-phenyl-1,2,4-oxadiazol-5-yl)-9H-β-carboline), C1(=CC=CC=C1)C1(CCNCC1)O (4-phenylpiperidin-4-ol), TEA. Run in CN(C)C=O (DMF). Product: Cl.C1(=CC=CC=C1)C1=NOC(=N1)C=1N=CC=2N(C3=CC=CC=C3C2C1)CCCN1CCC(CC1)(O)C1=CC=CC=C1 (1-(3-(3-(3-Phenyl-1,2,4-oxadiazol-5-yl)-9H-β-carbolin-9-yl)-1-propyl)-4-phenylpiperidin-4-ol hydrochloride). Isolated yield 43.0%. RXN SMILES: [Cl:1][CH2:2][CH2:3][CH2:4][N:5]1[C:17]2[CH:16]=[N:15][C:14]([C:18]3[O:22][N:21]=[C:20]([C:23]4[CH:28]=[CH:27][CH:26]=[CH:25][CH:24]=4)[N:19]=3)=[CH:13][C:12]=2[C:11]2[C:6]1=[CH:7][CH:8]=[CH:9][CH:10]=2.[C:29]1([C:35]2([OH:41])[CH2:40][CH2:39][NH:38][CH2:37][CH2:36]2)[CH:34]=[CH:33][CH:32]=[CH:31][CH:30]=1>CN(C=O)C>[ClH:1].[C:23]1([C:20]2[N:19]=[C:18]([C:14]3[N:15]=[CH:16][C:17]4[N:5]([CH2:4][CH2:3][CH2:2][N:38]5[CH2:37][CH2:36][C:35]([C:29]6[CH:34]=[CH:33][CH:32]=[CH:31][CH:30]=6)([OH:41])[CH2:40][CH2:39]5)[C:6]5[C:11]([C:12]=4[CH:13]=3)=[CH:10][CH:9]=[CH:8][CH:7]=5)[O:22][N:21]=2)[CH:24]=[CH:25][CH:26]=[CH:27][CH:28]=1 |f:3.4|. Procedure: The compound was synthesized by mixing (Compound 9) (0.7 g, 1.8 mmol), 4-phenylpiperidin-4-ol (0.38 g, 2.2 mmol) and TEA (0.55 g, 5.4 mmol) in DMF, in the same manner as illustrated in example 4 to give the title compound (0.47 g, 43%). M.p. 184°-185° C. The product is CCCCC1COC(C2CCC(C3CCC(=O)CC3)CC2)OC1. Reaction SMILES: [CH2:23]([CH2:24][CH2:25][CH3:26])[CH:27]([CH2:28][OH:29])[CH2:30][OH:31].[CH3:1][c:2]1[cH:3][cH:4][cH:5][cH:6][cH:7]1.[O:8]=[C:9]1[CH2:10][CH2:11][CH:12]([CH:15]2[CH2:16][CH2:17][CH:18]([CH:21]=[O:22])[CH2:19][CH2:20]2)[CH2:13][CH2:14]1.[OH2:43].[c:32]1([CH3:33])[cH:34][cH:35][c:36]([S:37]([OH:38])(=[O:39])=[O:40])[cH:41][cH:42]1>>[O:8]=[C:9]1[CH2:10][CH2:11][CH:12]([CH:15]2[CH2:16][CH2:17][CH:18]([CH:21]3[O:22][CH2:30][CH:27]([CH2:23][CH2:24][CH2:25][CH3:26])[CH2:28][O:29]3)[CH2:19][CH2:20]2)[CH2:13][CH2:14]1. Reactants: CCCCC(CO)CO, Cc1ccccc1, O=CC1CCC(C2CCC(=O)CC2)CC1, O, Cc1ccc(S(=O)(=O)O)cc1.